This data is from the Open Reaction Database (ORD), a public repository of structured organic reaction records. The task is: describe an organic reaction: reactants, conditions, products, and yield Starting materials: NC1=CC=C(C(=O)OC)C=C1 (methyl 4-aminobenzoate), C(=O)C=1C=C(C(=O)OCC2=CC=CC=C2)C=CC1 (benzyl 3-formylbenzoate). Reaction SMILES: [NH2:1][C:2]1[CH:11]=[CH:10][C:5]([C:6]([O:8][CH3:9])=[O:7])=[CH:4][CH:3]=1.[CH:12]([C:14]1[CH:15]=[C:16]([CH:27]=[CH:28][CH:29]=1)[C:17]([O:19][CH2:20][C:21]1[CH:26]=[CH:25][CH:24]=[CH:23][CH:22]=1)=[O:18])=O>C(O)C>[CH3:9][O:8][C:6]([C:5]1[CH:4]=[CH:3][C:2](/[N:1]=[CH:12]/[C:14]2[CH:15]=[C:16]([CH:27]=[CH:28][CH:29]=2)[C:17]([O:19][CH2:20][C:21]2[CH:22]=[CH:23][CH:24]=[CH:25][CH:26]=2)=[O:18])=[CH:11][CH:10]=1)=[O:7]. The solvent is C(C)O (ethanol), C(C)O (ethanol). Product: COC(=O)C1=CC=C(C=C1)\N=C\C=1C=C(C(=O)OCC2=CC=CC=C2)C=CC1 ((E)-benzyl 3-((4-(methoxycarbonyl)phenylimino)methyl)benzoate). Reaction conditions: time 2 hour. Procedure details: To a solution of methyl 4-aminobenzoate (7.94 g, 52.5 mmol) in ethanol (100 mL) was added benzyl 3-formylbenzoate in ethanol (50 mL) and the resulting mixture was stirred at room temperature for 2 h. The white solid precipitated was collected by filtration and washed with ethanol, dried in vacuo (50° C.) to give 15.6 g of (E)-benzyl 3-((4-(methoxycarbonyl)phenylimino)methyl)benzoate as a white solid. Run in CO (methanol). Reported procedure: To a solution of (2S,4R)-1-benzyloxycarbonyl-4-(t-butyldimethylsilyloxy)-2-[2-(1-methylimidazol-2-yl)vinyl]pyrrolidine (11.97 g) in methanol (80 ml) was added conc. hydrochloric acid (4.79 ml) at ambient temperature with stirring and the mixture was allowed to stand overnight at the same temperature. To the reaction mixture was added 28% sodium methoxide-methanol solution (11.4 ml) under ice-cooling with stirring and the resulting insoluble material was filtered off. The filtrate was evaporated ... Run at time 8 hour. Reactants: C(C1=CC=CC=C1)OC(=O)N1[C@@H](C[C@H](C1)O[Si](C)(C)C(C)(C)C)C=CC=1N(C=CN1)C ((2S,4R)-1-benzyloxycarbonyl-4-(t-butyldimethylsilyloxy)-2-[2-(1-methylimidazol-2-yl)vinyl]pyrrolidine), Cl (hydrochloric acid), C[O-].[Na+].CO (sodium methoxide methanol). Yields the product C(C1=CC=CC=C1)OC(=O)N1[C@@H](C[C@H](C1)O)C=CC=1N(C=CN1)C ((2S,4R)-1-benzyloxycarbonyl-4-hydroxy-2-[2-(1-methylimidazol-2-yl)vinyl]pyrrolidine). As a reaction SMILES: [CH2:1]([O:8][C:9]([N:11]1[CH2:15][C@H:14]([O:16][Si](C(C)(C)C)(C)C)[CH2:13][C@H:12]1[CH:24]=[CH:25][C:26]1[N:27]([CH3:31])[CH:28]=[CH:29][N:30]=1)=[O:10])[C:2]1[CH:7]=[CH:6][CH:5]=[CH:4][CH:3]=1.Cl.C[O-].[Na+].CO>CO>[CH2:1]([O:8][C:9]([N:11]1[CH2:15][C@H:14]([OH:16])[CH2:13][C@H:12]1[CH:24]=[CH:25][C:26]1[N:27]([CH3:31])[CH:28]=[CH:29][N:30]=1)=[O:10])[C:2]1[CH:7]=[CH:6][CH:5]=[CH:4][CH:3]=1 |f:2.3.4|. Yield: 61.6%. The reactants are C([O-])([O-])=O.[K+].[K+] (potassium carbonate), CN1C(NN=C1C)=O (4,5-dimethyl-2,4-dihydro-3H-1,2,4-triazol-3-one), BrCC(=O)OC (methyl bromoacetate). The solvent is C(C)#N (acetonitrile). Reaction conditions: temperature 50 celsius. Yields the product CC1=NN(C(N1C)=O)CC(=O)OC (Methyl (3,4-dimethyl-5-oxo-4,5-dihydro-1H-1,2,4-triazol-1-yl)acetate). Reaction SMILES: C(=O)([O-])[O-].[K+].[K+].[CH3:7][N:8]1[C:12]([CH3:13])=[N:11][NH:10][C:9]1=[O:14].Br[CH2:16][C:17]([O:19][CH3:20])=[O:18]>C(#N)C>[CH3:13][C:12]1[N:8]([CH3:7])[C:9](=[O:14])[N:10]([CH2:16][C:17]([O:19][CH3:20])=[O:18])[N:11]=1 |f:0.1.2|. Procedure: 1222 mg of potassium carbonate are added to a solution of 500 mg of 4,5-dimethyl-2,4-dihydro-3H-1,2,4-triazol-3-one in 15 ml of acetonitrile, and the mixture is warmed to 50° C. After addition of 879 mg of methyl bromoacetate, the mixture is heated at reflux for 16 hours. The mixture is concentrated under reduced pressure, the residue is taken up in dichloromethane, washed with diluted hydrochloric acid (pH 2) and dried over sodium sulphate, and the solvent is removed under reduced pressure. Thi... Starting materials: C(C)C1=C(C=C(C(=C1)OC)F)C1=CC=C2C=NNC2=C1 (6-(2-ethyl-5-fluoro-4-methoxy-phenyl)-1H-indazole), [OH-].[K+] (KOH), II (iodine). Solvent: CN(C)C=O (DMF), CN(C)C=O (DMF), O (water). Run at time 5 minute. Yields the product C(C)C1=C(C=C(C(=C1)OC)F)C1=CC=C2C(=NNC2=C1)I (6-(2-Ethyl-5-fluoro-4-methoxy-phenyl)-3-iodo-1H-indazole). The yield is 90.7%. As a reaction SMILES: [CH2:1]([C:3]1[CH:8]=[C:7]([O:9][CH3:10])[C:6]([F:11])=[CH:5][C:4]=1[C:12]1[CH:20]=[C:19]2[C:15]([CH:16]=[N:17][NH:18]2)=[CH:14][CH:13]=1)[CH3:2].[OH-].[K+].[I:23]I>CN(C=O)C.O>[CH2:1]([C:3]1[CH:8]=[C:7]([O:9][CH3:10])[C:6]([F:11])=[CH:5][C:4]=1[C:12]1[CH:20]=[C:19]2[C:15]([C:16]([I:23])=[N:17][NH:18]2)=[CH:14][CH:13]=1)[CH3:2] |f:1.2|. Procedure: To a solution of 6-(2-ethyl-5-fluoro-4-methoxy-phenyl)-1H-indazole (Preparation 15, 1.46 g, 5.4 mmol) in DMF (20 mL) was added KOH (1.14 g, 20.3 mmol) and the mixture was stirred for 5 minutes. A solution of iodine (2.75 g, 10.8 mmol) in DMF (5 mL) was slowly added and the reaction was stirred at room temperature for 30 minutes. The reaction mixture was diluted with water (100 mL) and extracted with EtOAc (100 mL). The organic layer was washed with water (2×100 mL) and saturated sodium metabisul... Starting materials: CC1=NC2=CC=CC(=C2C=C1)N1CCN(CC1)CCC=1C=C(N)C=CC1 (3-{2-[4-(2-Methyl-5-quinolinyl)-1-piperazinyl]ethyl}aniline), CC1=CC2=C(C(OC2=O)=O)C=C1 (5-methyl-2-benzofuran-1,3-dione). The product is CC=1C=C2C(N(C(C2=CC1)=O)C1=CC(=CC=C1)CCN1CCN(CC1)C1=C2C=CC(=NC2=CC=C1)C)=O (5-methyl-2-(3-{2-[4-(2-methyl-5-quinolinyl)-1-piperazinyl]ethyl}phenyl)-1H-isoindole-1,3(2H)-dione). RXN SMILES: [CH3:1][C:2]1[CH:11]=[CH:10][C:9]2[C:4](=[CH:5][CH:6]=[CH:7][C:8]=2[N:12]2[CH2:17][CH2:16][N:15]([CH2:18][CH2:19][C:20]3[CH:21]=[C:22]([CH:24]=[CH:25][CH:26]=3)[NH2:23])[CH2:14][CH2:13]2)[N:3]=1.[CH3:27][C:28]1[CH:38]=[CH:37][C:31]2[C:32](=[O:36])[O:33][C:34](=O)[C:30]=2[CH:29]=1>>[CH3:27][C:28]1[CH:29]=[C:30]2[C:31](=[CH:37][CH:38]=1)[C:32](=[O:36])[N:23]([C:22]1[CH:24]=[CH:25][CH:26]=[C:20]([CH2:19][CH2:18][N:15]3[CH2:14][CH2:13][N:12]([C:8]4[CH:7]=[CH:6][CH:5]=[C:4]5[C:9]=4[CH:10]=[CH:11][C:2]([CH3:1])=[N:3]5)[CH2:17][CH2:16]3)[CH:21]=1)[C:34]2=[O:33]. Procedure: Prepared from 3-{2-[4-(2-methyl-5-quinolinyl)-1-piperazinyl]ethyl}aniline (D6) and 5-methyl-2-benzofuran-1,3-dione according to Method I.